Dataset: the Open Reaction Database (ORD), a public repository of structured organic reaction records. Task: describe an organic reaction: reactants, conditions, products, and yield Reactants: C(C)(C)(C)C1=CC(=C(C=N1)C=1N([C@]([C@](N1)(C)C1=CC=C(C=C1)Cl)(C)C1=CC=C(C=C1)Cl)C(=O)N1CCC(CC1)CC(=O)O)OCC ({1-[(4S,5R)-2-(6-tert-butyl-4-ethoxy-pyridin-3-yl)-4,5-bis-(4-chloro-phenyl)-4,5-dimethyl-4,5-dihydro-imidazole-1-carbonyl]-piperidin-4-yl}-acetic acid), CN[C@@H](C)C1=CC=CC=C1 (N-methyl-N-((S)-1-phenyl-ethyl)amine). Product: C(C)(C)(C)C1=CC(=C(C=N1)C=1N([C@]([C@](N1)(C)C1=CC=C(C=C1)Cl)(C)C1=CC=C(C=C1)Cl)C(=O)N1CCC(CC1)CC(=O)N([C@@H](C)C1=CC=CC=C1)C)OCC (2-{1-[(4S,5R)-2-(6-tert-Butyl-4-ethoxy-pyridin-3-yl)-4,5-bis-(4-chloro-phenyl)-4,5-dimethyl-4,5-dihydro-imidazole-1-carbonyl]-piperidin-4-yl}-N-methyl-N-((S)-1-phenyl-ethyl)-acetamide). Reaction SMILES: [C:1]([C:5]1[N:10]=[CH:9][C:8]([C:11]2[N:12]([C:32]([N:34]3[CH2:39][CH2:38][CH:37]([CH2:40][C:41]([OH:43])=O)[CH2:36][CH2:35]3)=[O:33])[C@@:13]([C:25]3[CH:30]=[CH:29][C:28]([Cl:31])=[CH:27][CH:26]=3)([CH3:24])[C@@:14]([C:17]3[CH:22]=[CH:21][C:20]([Cl:23])=[CH:19][CH:18]=3)([CH3:16])[N:15]=2)=[C:7]([O:44][CH2:45][CH3:46])[CH:6]=1)([CH3:4])([CH3:3])[CH3:2].[CH3:47][NH:48][C@H:49]([C:51]1[CH:56]=[CH:55][CH:54]=[CH:53][CH:52]=1)[CH3:50]>>[C:1]([C:5]1[N:10]=[CH:9][C:8]([C:11]2[N:12]([C:32]([N:34]3[CH2:35][CH2:36][CH:37]([CH2:40][C:41]([N:48]([CH3:47])[C@H:49]([C:51]4[CH:56]=[CH:55][CH:54]=[CH:53][CH:52]=4)[CH3:50])=[O:43])[CH2:38][CH2:39]3)=[O:33])[C@@:13]([C:25]3[CH:30]=[CH:29][C:28]([Cl:31])=[CH:27][CH:26]=3)([CH3:24])[C@@:14]([C:17]3[CH:22]=[CH:21][C:20]([Cl:23])=[CH:19][CH:18]=3)([CH3:16])[N:15]=2)=[C:7]([O:44][CH2:45][CH3:46])[CH:6]=1)([CH3:2])([CH3:4])[CH3:3]. Reported procedure: In a manner analogous to the method described in example 163, {1-[(4S,5R)-2-(6-tert-butyl-4-ethoxy-pyridin-3-yl)-4,5-bis-(4-chloro-phenyl)-4,5-dimethyl-4,5-dihydro-imidazole-1-carbonyl]-piperidin-4-yl}-acetic acid was coupled with N-methyl-N-((S)-1-phenyl-ethyl)amine (Aldrich) to give the title compound. HR-MS (ES, m/z) calculated for C45H54Cl2N5O3 [(M+H)+] 782.3598, observed 782.3596.